This data is from the Open Reaction Database (ORD), a public repository of structured organic reaction records. The task is: describe an organic reaction: reactants, conditions, products, and yield Starting materials: C[Si](O[C@@H]1[C@]2(C)[C@@H](CC1)[C@@H]1C(C=C3N(C(CC[C@]3(C)[C@H]1CC2)=O)[Si](C)(C)C)=CC(=O)OCC)(C)C (17β-trimethylsilyloxy-4-trimethylsilyl-7-ethoxycarbonylmethylene-4-aza-androst-5-en-3-one), [F-].C(CCC)[N+](CCCC)(CCCC)CCCC (tetrabutylammonium fluoride). Run in CCOC(=O)C (EtOAc), C1CCOC1 (THF). Reaction conditions: time 20 minute. Yields the product O[C@@H]1[C@]2(C)[C@@H](CC1)[C@@H]1C(C=C3N(C(CC[C@]3(C)[C@H]1CC2)=O)[Si](C)(C)C)=CC(=O)OCC (17β-hydroxy-4-trimethylsilyl-7-ethyloxycarbonylmethylene-4-aza-androst-5-en-3-one). Reaction SMILES: C[Si](C)(C)[O:3][C@H:4]1[CH2:9][CH2:8][C@H:7]2[C@H:10]3[C@H:20]([CH2:21][CH2:22][C@:5]12[CH3:6])[C@:18]1([CH3:19])[C:13]([N:14]([Si:24]([CH3:27])([CH3:26])[CH3:25])[C:15](=[O:23])[CH2:16][CH2:17]1)=[CH:12][C:11]3=[CH:28][C:29]([O:31][CH2:32][CH3:33])=[O:30].[F-].C([N+](CCCC)(CCCC)CCCC)CCC>C1COCC1.CCOC(C)=O>[OH:3][C@H:4]1[CH2:9][CH2:8][C@H:7]2[C@H:10]3[C@H:20]([CH2:21][CH2:22][C@:5]12[CH3:6])[C@:18]1([CH3:19])[C:13]([N:14]([Si:24]([CH3:26])([CH3:25])[CH3:27])[C:15](=[O:23])[CH2:16][CH2:17]1)=[CH:12][C:11]3=[CH:28][C:29]([O:31][CH2:32][CH3:33])=[O:30] |f:1.2|. Procedure: The diene disilane prepared above is redissolved in THF (300 mL) and treated with tetrabutylammonium fluoride (1.0 M in THF; 35.0 mL, 35.0 mmole). The desilylation reaction occurs over 20 minutes with stirring at ambient temperature. The reaction mixture is then diluted with EtOAc (500 mL) and washed with brine (3×400 mL). The crude product solution is dried over MgSO4, filtered and evaporated to dryness. The crude product is purified by flash chromatography (1:1 EtOAc/CH2Cl2) to afford 17β-hydr...